describe an organic reaction: reactants, conditions, products, and yield From a dataset of the Open Reaction Database (ORD), a public repository of structured organic reaction records. The reactants are CN(C)C=O, Cl, N#CC(CCC(F)(F)C(F)(F)F)S(=O)(=O)CCC(F)(F)F, [H-], CCCCCI, [Na+]. Product: CCCCCC(C#N)(CCC(F)(F)C(F)(F)F)S(=O)(=O)CCC(F)(F)F. Reaction SMILES: [CH3:31][N:32]([CH3:33])[CH:34]=[O:35].[ClH:30].[F:7][C:8]([CH2:9][CH2:10][CH:11]([C:12]#[N:13])[S:14](=[O:15])(=[O:16])[CH2:17][CH2:18][C:19]([F:20])([F:21])[F:22])([C:23]([F:24])([F:25])[F:26])[F:27].[H-:28].[I:1][CH2:2][CH2:3][CH2:4][CH2:5][CH3:6].[Na+:29]>>[CH2:2]([CH2:3][CH2:4][CH2:5][CH3:6])[C:11]([CH2:10][CH2:9][C:8]([F:7])([C:23]([F:24])([F:25])[F:26])[F:27])([C:12]#[N:13])[S:14](=[O:15])(=[O:16])[CH2:17][CH2:18][C:19]([F:20])([F:21])[F:22].